Dataset: the Open Reaction Database (ORD), a public repository of structured organic reaction records. Task: describe an organic reaction: reactants, conditions, products, and yield Starting materials: ClC=1C=C(CNC(=O)C2=NC(=NC=C2C2=C(C=CC=C2)C)S(=O)(=O)C)C=C(C1)Cl (2-methanesulfonyl-5-o-tolyl-pyrimidine-4-carboxylic acid 3,5-dichloro-benzylamide), O1CCOCC1 (dioxane). Reaction conditions: time 16 hour. Product: ClC=1C=C(CNC(=O)C2=NC(=NC=C2C2=C(C=CC=C2)C)N2CCN(CC2)C)C=C(C1)Cl (2-(4-methyl-piperazin-1-yl)-5-o-tolyl-pyrimidine-4-carboxylic acid 3,5-dichloro-benzylamide). Isolated yield 175.9%. Reaction SMILES: [Cl:1][C:2]1[CH:3]=[C:4]([CH:26]=[C:27]([Cl:29])[CH:28]=1)[CH2:5][NH:6][C:7]([C:9]1[C:14]([C:15]2[CH:20]=[CH:19][CH:18]=[CH:17][C:16]=2[CH3:21])=[CH:13][N:12]=[C:11](S(C)(=O)=O)[N:10]=1)=[O:8].O1[CH2:35][CH2:34]OCC1>>[Cl:1][C:2]1[CH:3]=[C:4]([CH:26]=[C:27]([Cl:29])[CH:28]=1)[CH2:5][NH:6][C:7]([C:9]1[C:14]([C:15]2[CH:20]=[CH:19][CH:18]=[CH:17][C:16]=2[CH3:21])=[CH:13][N:12]=[C:11]([N:10]2[CH2:35][CH2:34][N:6]([CH3:5])[CH2:7][CH2:9]2)[N:10]=1)=[O:8]. Procedure details: To a solution of 0.19 g (0.435 mmol) 2-methanesulfonyl-5-o-tolyl-pyrimidine-4-carboxylic acid 3,5-dichloro-benzylamide in 5 ml dioxane 0.12 ml (1.08 mmol) 1-methylpiperazine was added. The reaction mixture was stirred for 16 hrs. After evaporation of the solvent, the residue was distributed between 5 ml CH2Cl2 and 25 ml H2O. The aqueous layer was extracted with 20 ml CH2Cl2, the combined organic layers were dried (MgSO4), filtered and evaporated. The residue was purified by chromatography (SiO2,... Starting materials: [N+](=O)([O-])C1=CC=C(C=C1)S (4-nitrobenzenethiol), C([O-])([O-])=O.[K+].[K+] (potassium carbonate), BrCCCC(=O)OCC (ethyl 4-bromobutanoate). Run in CC(=O)C (acetone). Reaction conditions: time 18 hour. Product: [N+](=O)([O-])C1=CC=C(C=C1)SCCCC(=O)OCC (ethyl 4-(4-nitrophenylthio)butanoate). Isolated yield 92.3%. RXN SMILES: [N+:1]([C:4]1[CH:9]=[CH:8][C:7]([SH:10])=[CH:6][CH:5]=1)([O-:3])=[O:2].C(=O)([O-])[O-].[K+].[K+].Br[CH2:18][CH2:19][CH2:20][C:21]([O:23][CH2:24][CH3:25])=[O:22]>CC(C)=O>[N+:1]([C:4]1[CH:9]=[CH:8][C:7]([S:10][CH2:18][CH2:19][CH2:20][C:21]([O:23][CH2:24][CH3:25])=[O:22])=[CH:6][CH:5]=1)([O-:3])=[O:2] |f:1.2.3|. Procedure: A solution of 4-nitrobenzenethiol (Aldrich, 2.5 g; 16.1 mmol) in acetone (110 ml) was treated with potassium carbonate (2.22 g; 16.1 mmol) and ethyl 4-bromobutanoate (Aldrich, 3.43 g; 17.6 mmol). After stirring at RT for 18 hours, the mixture was filtered and the solid washed with acetone. The organic fractions were combined and the solvent removed in vacuo. The residue was purified by column chromatography (silica) eluting with petroleum ether containing increasing amounts of Et2O to give the t... The reactants are COC(=O)c1nnc2ccccc2c1O, O=S(Cl)Cl. Yields the product COC(=O)c1nnc2ccccc2c1Cl. As a reaction SMILES: [OH:5][c:6]1[c:7]([C:16](=[O:17])[O:18][CH3:19])[n:8][n:9][c:10]2[cH:11][cH:12][cH:13][cH:14][c:15]12.[S:1]([Cl:2])([Cl:3])=[O:4]>>[Cl:3][c:6]1[c:7]([C:16](=[O:17])[O:18][CH3:19])[n:8][n:9][c:10]2[cH:11][cH:12][cH:13][cH:14][c:15]12. Reported procedure: To a solution of 6-amino-1-benzyl-N-(3,4-difluorobenzyl)-2-isopropyl-1H-indole-3-carboxamide (Compound 125, 18 mg, 0.042 mmol) in CH2Cl2 (1 ml) was added i-PrCOCl (8.7 μl, 0.089 mmol) and DMAP (10 mg, 0.089 mmol). The reaction was stirred at room temperature for 2 h, diluted with EtOAc, washed with aqueous Na2CO3 and brine, dried over Na2SO4, and concentrated in vacuo. The residue was purified by chromatography on silica gel (0→50% EtOAc-hexanes) to yield the title compound. Product: C(C1=CC=CC=C1)N1C(=C(C2=CC=C(C=C12)NC(C(C)C)=O)C(=O)NCC1=CC(=C(C=C1)F)F)C(C)C (1-Benzyl-N-(3,4-difluorobenzyl)-6-isobutyramido-2-isopropyl-1H-indole-3-carboxamide). Reagents/catalysts: CN(C)C=1C=CN=CC1 (DMAP). Reaction SMILES: [NH2:1][C:2]1[CH:10]=[C:9]2[C:5]([C:6]([C:21]([NH:23][CH2:24][C:25]3[CH:30]=[CH:29][C:28]([F:31])=[C:27]([F:32])[CH:26]=3)=[O:22])=[C:7]([CH:18]([CH3:20])[CH3:19])[N:8]2[CH2:11][C:12]2[CH:17]=[CH:16][CH:15]=[CH:14][CH:13]=2)=[CH:4][CH:3]=1.[CH:33]([C:36](Cl)=[O:37])([CH3:35])[CH3:34]>C(Cl)Cl.CN(C1C=CN=CC=1)C.CCOC(C)=O>[CH2:11]([N:8]1[C:9]2[C:5](=[CH:4][CH:3]=[C:2]([NH:1][C:36](=[O:37])[CH:33]([CH3:35])[CH3:34])[CH:10]=2)[C:6]([C:21]([NH:23][CH2:24][C:25]2[CH:30]=[CH:29][C:28]([F:31])=[C:27]([F:32])[CH:26]=2)=[O:22])=[C:7]1[CH:18]([CH3:19])[CH3:20])[C:12]1[CH:13]=[CH:14][CH:15]=[CH:16][CH:17]=1. Conditions: time 2 hour. Starting materials: NC1=CC=C2C(=C(N(C2=C1)CC1=CC=CC=C1)C(C)C)C(=O)NCC1=CC(=C(C=C1)F)F (6-amino-1-benzyl-N-(3,4-difluorobenzyl)-2-isopropyl-1H-indole-3-carboxamide), NC1=CC=C2C(=C(N(C2=C1)CC1=CC=CC=C1)C(C)C)C(=O)NCC1=CC(=C(C=C1)F)F (6-amino-1-benzyl-N-(3,4-difluorobenzyl)-2-isopropyl-1H-indole-3-carboxamide), C(C)(C)C(=O)Cl (i-PrCOCl). Solvent: C(Cl)Cl (CH2Cl2), CCOC(=O)C (EtOAc). Reactants: CC(=CC(=O)OC)CCC (methyl 3-methylhex-2-enoate), C1(CC1)CO (cyclopropanemethanol), ester. The product is CC(=CC(=O)OCC1CC1)CCC (Cyclopropylmethyl 3-methylhex-2-enoate). As a reaction SMILES: [CH3:1][C:2]([CH2:8][CH2:9][CH3:10])=[CH:3][C:4]([O:6][CH3:7])=[O:5].[CH:11]1(CO)[CH2:13][CH2:12]1>>[CH3:1][C:2]([CH2:8][CH2:9][CH3:10])=[CH:3][C:4]([O:6][CH2:7][CH:11]1[CH2:13][CH2:12]1)=[O:5]. Procedure: Prepared from methyl 3-methylhex-2-enoate and cyclopropanemethanol according to the ester preparation method B described above. The Z and E isomer were separated by distillation under vacuum using a 35 cm Fischer Spaltrohr® column.